This data is from the Open Reaction Database (ORD), a public repository of structured organic reaction records. The task is: describe an organic reaction: reactants, conditions, products, and yield The reactants are C1CCNCC1, Cc1ccccc1, [Li]CCCC, COc1c(-c2ccc(SC)cc2)cnn(-c2ccc(F)cc2)c1=O, [Li], [NH2-]. Product: CSc1ccc(-c2cnn(-c3ccc(F)cc3)c(=O)c2N2CCCCC2)cc1. As a reaction SMILES: [CH2:1]1[CH2:2][CH2:3][NH:4][CH2:5][CH2:6]1.[CH3:38][c:39]1[cH:40][cH:41][cH:42][cH:43][cH:44]1.[CH3:7][CH2:8][CH2:9][CH2:10][Li:11].[F:12][c:13]1[cH:14][cH:15][c:16](-[n:19]2[n:20][cH:21][c:22](-[c:28]3[cH:29][cH:30][c:31]([S:34][CH3:35])[cH:32][cH:33]3)[c:23]([O:26][CH3:27])[c:24]2=[O:25])[cH:17][cH:18]1.[Li:36].[NH2-:37]>>[CH2:1]1[CH2:2][CH2:3][N:4]([c:23]2[c:22](-[c:28]3[cH:29][cH:30][c:31]([S:34][CH3:35])[cH:32][cH:33]3)[cH:21][n:20][n:19](-[c:16]3[cH:15][cH:14][c:13]([F:12])[cH:18][cH:17]3)[c:24]2=[O:25])[CH2:5][CH2:6]1. Reactants: CCOCC, ClCCl, Cl, [Na+], O=[N+]([O-])[N+](=O)[O-], [OH-], CCCCCCCCCCC(O)c1ccc2occ(-c3ccccc3)c2c1. Yields the product CCCCCCCCCCC(O)c1ccc2oc([N+](=O)[O-])c(-c3ccccc3)c2c1. RXN SMILES: [CH3:40][CH2:41][O:42][CH2:43][CH3:44].[Cl:37][CH2:38][Cl:39].[ClH:36].[Na+:35].[O-:28][N+:29](=[O:30])[N+:31](=[O:32])[O-:33].[OH-:34].[OH:1][CH:2]([CH2:3][CH2:4][CH2:5][CH2:6][CH2:7][CH2:8][CH2:9][CH2:10][CH2:11][CH3:12])[c:13]1[cH:14][cH:15][c:16]2[c:17]([c:18](-[c:21]3[cH:22][cH:23][cH:24][cH:25][cH:26]3)[cH:19][o:20]2)[cH:27]1>>[OH:1][CH:2]([CH2:3][CH2:4][CH2:5][CH2:6][CH2:7][CH2:8][CH2:9][CH2:10][CH2:11][CH3:12])[c:13]1[cH:14][cH:15][c:16]2[c:17]([c:18](-[c:21]3[cH:22][cH:23][cH:24][cH:25][cH:26]3)[c:19]([N+:29](=[O:28])[O-:30])[o:20]2)[cH:27]1.